Dataset: the Open Reaction Database (ORD), a public repository of structured organic reaction records. Task: describe an organic reaction: reactants, conditions, products, and yield Starting materials: CCOC(=O)CCCOc1ccc(C(C)=O)cc1OC, O, O=[N+]([O-])O. Product: CCOC(=O)CCCOc1cc([N+](=O)[O-])c(C(C)=O)cc1OC. As a reaction SMILES: [C:5]([CH3:6])(=[O:7])[c:8]1[cH:9][c:10]([O:23][CH3:24])[c:11]([O:12][CH2:13][CH2:14][CH2:15][C:16](=[O:17])[O:18][CH2:19][CH3:20])[cH:21][cH:22]1.[OH2:25].[OH:1][N+:2]([O-:3])=[O:4]>>[O-:1][N+:2](=[O:4])[c:22]1[c:8]([C:5]([CH3:6])=[O:7])[cH:9][c:10]([O:23][CH3:24])[c:11]([O:12][CH2:13][CH2:14][CH2:15][C:16](=[O:17])[O:18][CH2:19][CH3:20])[cH:21]1. Reactants: C(C)C1(C(C2=CC=C(C=C2CC1)B1OC(C(O1)(C)C)(C)C)=O)CC(=O)OCC (Ethyl 2-(2-ethyl-1-oxo-6-(4,4,5,5-tetramethyl-1,3,2-dioxaborolan-2-yl)-1,2,3,4-tetrahydronaphthalen-2-yl)acetate), BrC1=NC=C(C=C1)[N+](=O)[O-] (2-bromo-5-nitropyridine), C([O-])([O-])=O.[Cs+].[Cs+] (cesium carbonate), O (water). The reagents and catalysts are C=1C=CC(=CC1)[P](C=2C=CC=CC2)(C=3C=CC=CC3)[Pd]([P](C=4C=CC=CC4)(C=5C=CC=CC5)C=6C=CC=CC6)([P](C=7C=CC=CC7)(C=8C=CC=CC8)C=9C=CC=CC9)[P](C=1C=CC=CC1)(C=1C=CC=CC1)C=1C=CC=CC1 (Pd(PPh3)4). The solvent is C(C)O (ethanol), C1(=CC=CC=C1)C (toluene). Reaction conditions: temperature 100 celsius, time 48 hour. Product: C(C)C1(C(C2=CC=C(C=C2CC1)C1=NC=C(C=C1)[N+](=O)[O-])=O)CC(=O)OCC (Ethyl 2-(2-ethyl-6-(5-nitropyridin-2-yl)-1-oxo-1,2,3,4-tetrahydronaphthalen-2-yl)acetate). The yield is 66.3%. RXN SMILES: [CH2:1]([C:3]1([CH2:23][C:24]([O:26][CH2:27][CH3:28])=[O:25])[CH2:12][CH2:11][C:10]2[C:5](=[CH:6][CH:7]=[C:8](B3OC(C)(C)C(C)(C)O3)[CH:9]=2)[C:4]1=[O:22])[CH3:2].Br[C:30]1[CH:35]=[CH:34][C:33]([N+:36]([O-:38])=[O:37])=[CH:32][N:31]=1.C(=O)([O-])[O-].[Cs+].[Cs+].O>C(O)C.C1C=CC([P]([Pd]([P](C2C=CC=CC=2)(C2C=CC=CC=2)C2C=CC=CC=2)([P](C2C=CC=CC=2)(C2C=CC=CC=2)C2C=CC=CC=2)[P](C2C=CC=CC=2)(C2C=CC=CC=2)C2C=CC=CC=2)(C2C=CC=CC=2)C2C=CC=CC=2)=CC=1.C1(C)C=CC=CC=1>[CH2:1]([C:3]1([CH2:23][C:24]([O:26][CH2:27][CH3:28])=[O:25])[CH2:12][CH2:11][C:10]2[C:5](=[CH:6][CH:7]=[C:8]([C:30]3[CH:35]=[CH:34][C:33]([N+:36]([O-:38])=[O:37])=[CH:32][N:31]=3)[CH:9]=2)[C:4]1=[O:22])[CH3:2] |f:2.3.4,^1:52,54,73,92|. Reported procedure: Pd(PPh3)4 (0.479 g, 0.414 mmol) was added to a solution of 4E (3.2 g, 8.28 mmol), 2-bromo-5-nitropyridine (1.84 g, 9.11 mmol) and cesium carbonate (8.1 g, 24.85 mmol) in a mixture of ethanol (4 mL), water (4 mL) and toluene (80 mL) under argon atmosphere. The resulting mixture was degassed for further 10 min and stirred at 100° C. for 48 h. The solvent was removed under reduced pressure, and the residue was partitioned between ethyl acetate and water. The separated organic layer was treated with... Reactants: C1COCCO1, Cl, COc1cn(-c2ccc(I)cc2F)nc(-c2ccnn2-c2ccccc2)c1=O, FC(F)(F)C1CCNC1, O=C(C=Cc1ccccc1)C=Cc1ccccc1, O=C(C=Cc1ccccc1)C=Cc1ccccc1, O=C(C=Cc1ccccc1)C=Cc1ccccc1, [Pd], [Pd]. Product: COc1cn(-c2ccc(N3CCC(C(F)(F)F)C3)cc2F)nc(-c2ccnn2-c2ccccc2)c1=O. RXN SMILES: [CH2:39]1[O:40][CH2:41][CH2:42][O:43][CH2:44]1.[ClH:29].[F:1][c:2]1[c:3](-[n:9]2[n:10][c:11](-[c:18]3[cH:19][cH:20][n:21][n:22]3-[c:23]3[cH:24][cH:25][cH:26][cH:27][cH:28]3)[c:12](=[O:17])[c:13]([O:15][CH3:16])[cH:14]2)[cH:4][cH:5][c:6]([I:8])[cH:7]1.[F:30][C:31]([CH:32]1[CH2:33][NH:34][CH2:35][CH2:36]1)([F:37])[F:38].[O:47]=[C:48]([CH:49]=[CH:50][c:51]1[cH:52][cH:53][cH:54][cH:55][cH:56]1)[CH:57]=[CH:58][c:59]1[cH:60][cH:61][cH:62][cH:63][cH:64]1.[O:65]=[C:66]([CH:67]=[CH:68][c:69]1[cH:70][cH:71][cH:72][cH:73][cH:74]1)[CH:75]=[CH:76][c:77]1[cH:78][cH:79][cH:80][cH:81][cH:82]1.[O:83]=[C:84]([CH:85]=[CH:86][c:87]1[cH:88][cH:89][cH:90][cH:91][cH:92]1)[CH:93]=[CH:94][c:95]1[cH:96][cH:97][cH:98][cH:99][cH:100]1.[Pd:45].[Pd:46]>>[F:1][c:2]1[c:3](-[n:9]2[n:10][c:11](-[c:18]3[cH:19][cH:20][n:21][n:22]3-[c:23]3[cH:24][cH:25][cH:26][cH:27][cH:28]3)[c:12](=[O:17])[c:13]([O:15][CH3:16])[cH:14]2)[cH:4][cH:5][c:6]([N:34]2[CH2:33][CH:32]([C:31]([F:30])([F:37])[F:38])[CH2:36][CH2:35]2)[cH:7]1. Reactants: O.O.O.O.O.O.O.O.O.[S-2].[Na+].[Na+] (Sodium sulfide nonahydrate), C=CCC(CC=C)=O (1,6-Heptadien-4-one), C([O-])([O-])=O.[K+].[K+] (potassium carbonate). The solvent is O (water), O (water), C1(=CC=CC=C1)C (toluene). Run at time 5 hour. Yields the product CC1SC(CC(C1)=O)C (2,6-Dimethyltetrahydro-4H-thiopyran-4-one). The yield is 29.5%. Reaction SMILES: [CH2:1]=[CH:2][CH2:3][C:4](=[O:8])[CH2:5][CH:6]=[CH2:7].O.O.O.O.O.O.O.O.O.[S-2:18].[Na+].[Na+].C(=O)([O-])[O-].[K+].[K+]>C1(C)C=CC=CC=1.O>[CH3:7][CH:6]1[CH2:5][C:4](=[O:8])[CH2:3][CH:2]([CH3:1])[S:18]1 |f:1.2.3.4.5.6.7.8.9.10.11.12,13.14.15|. Procedure: 1,6-Heptadien-4-one (0.50 g, 4.54 mmol) was dissolved in toluene (8 mL) and water (4 mL). Sodium sulfide nonahydrate (1.09 g, 4.54 mmol) was dissolved in water (4 mL) and added to the solution above and stirred at room temp. After 5 h, the aqueous layer was saturated with potassium carbonate and extracted with diethyl ether. The combined organics were washed with brine, dried MgSO4, and concentrated. The crude compound was purified on a Combiflash silica column with 0-10% EtOAc/hexanes to give 0... Reactants: C1(CC1)C1=CC=C2C=CN(C2=C1)C(=O)OC(C)(C)C (tert-butyl 6-cyclopropyl-1H-indole-1-carboxylate), C(C)(C)OB(OC(C)C)OC(C)C (triisopropylborate), [Li+].CC(C)[N-]C(C)C (LDA). The solvent is C1CCOC1 (THF). Conditions: temperature -78 celsius, time 30 minute. Yields the product C(C)(C)(C)OC(=O)N1C(=CC2=CC=C(C=C12)C1CC1)B(O)O (1-(tert-butoxycarbonyl)-6-cyclopropyl-1H-indol-2-ylboronic acid). Yield: 88.4%. RXN SMILES: [CH:1]1([C:4]2[CH:12]=[C:11]3[C:7]([CH:8]=[CH:9][N:10]3[C:13]([O:15][C:16]([CH3:19])([CH3:18])[CH3:17])=[O:14])=[CH:6][CH:5]=2)[CH2:3][CH2:2]1.C([O:23][B:24](OC(C)C)[O:25]C(C)C)(C)C.[Li+].CC([N-]C(C)C)C>C1COCC1>[C:16]([O:15][C:13]([N:10]1[C:11]2[C:7](=[CH:6][CH:5]=[C:4]([CH:1]3[CH2:2][CH2:3]3)[CH:12]=2)[CH:8]=[C:9]1[B:24]([OH:25])[OH:23])=[O:14])([CH3:19])([CH3:18])[CH3:17] |f:2.3|. Reported procedure: To a solution of tert-butyl 6-cyclopropyl-1H-indole-1-carboxylate (1.93 g, 7.51 mmol) and triisopropylborate (2.58 mL, 11.26 mmol) in THF was added LDA (1.5 M in cyclohexane, 7.0 mL, 10.5 mmol) at −78° C. The mixture was stirred at −78° C. for 30 min, quenched with ice water (60 mL) and stirred for 15 min without cooling. The mixture was extracted with ethyl acetate 1:1 in hexane (20 mL). The aqueous layer was acidified with aq. 2 N HCl to pH 5 and then extracted with CH2Cl2 (60 mL). The organic... Yields the product CCCCCCCCCCCCCCCC[n+]1ccccc1, CCN1CCN(C(=O)NC(C(=O)NC2C(=O)N3C2SC(C)(C)C3C(=O)O)c2ccccc2)C(=O)C1=O. Reactants: CCCCCCCCCCCCCCCC[n+]1ccccc1, CCN1CCN(C(=O)NC(C(=O)NC2C(=O)N3C2SC(C)(C)C3C(=O)O)c2ccccc2)C(=O)C1=O, ClC(Cl)Cl, [Cl-], [Na], O. RXN SMILES: [CH2:2]([CH2:3][CH2:4][CH2:5][CH2:6][CH2:7][CH2:8][CH2:9][CH2:10][CH2:11][CH2:12][CH2:13][CH2:14][CH2:15][CH2:16][CH3:17])[n+:18]1[cH:19][cH:20][cH:21][cH:22][cH:23]1.[CH:25]12[S:26][C:27]([CH3:28])([CH3:29])[CH:30]([C:58]([OH:59])=[O:60])[N:31]1[C:32](=[O:33])[CH:34]2[NH:35][C:36](=[O:37])[CH:38]([NH:39][C:40](=[O:41])[N:42]1[CH2:43][CH2:44][N:45]([CH2:46][CH3:47])[C:48](=[O:49])[C:50]1=[O:51])[c:52]1[cH:53][cH:54][cH:55][cH:56][cH:57]1.[CH:61]([Cl:62])([Cl:63])[Cl:64].[Cl-:1].[Na:24].[OH2:65]>>[CH2:2]([CH2:3][CH2:4][CH2:5][CH2:6][CH2:7][CH2:8][CH2:9][CH2:10][CH2:11][CH2:12][CH2:13][CH2:14][CH2:15][CH2:16][CH3:17])[n+:18]1[cH:19][cH:20][cH:21][cH:22][cH:23]1.[CH:25]12[S:26][C:27]([CH3:28])([CH3:29])[CH:30]([C:58](=[O:59])[OH:60])[N:31]1[C:32](=[O:33])[CH:34]2[NH:35][C:36](=[O:37])[CH:38]([NH:39][C:40](=[O:41])[N:42]1[CH2:43][CH2:44][N:45]([CH2:46][CH3:47])[C:48](=[O:49])[C:50]1=[O:51])[c:52]1[cH:53][cH:54][cH:55][cH:56][cH:57]1. Reactants: N#Cc1cccc(C(=O)NN)c1, C1CCOC1, O=C(Cl)CCl, CN(C)C=O. Product: N#Cc1cccc(C(=O)NNC(=O)CCl)c1. Reaction SMILES: [C:1](#[N:2])[c:3]1[cH:4][c:5]([C:6](=[O:7])[NH:8][NH2:9])[cH:10][cH:11][cH:12]1.[CH2:13]1[O:14][CH2:15][CH2:16][CH2:17]1.[Cl:18][CH2:19][C:20](=[O:21])[Cl:22].[O:23]=[CH:24][N:25]([CH3:26])[CH3:27]>>[C:1](#[N:2])[c:3]1[cH:4][c:5]([C:6](=[O:7])[NH:8][NH:9][C:20]([CH2:19][Cl:18])=[O:21])[cH:10][cH:11][cH:12]1. Reactants: CS(=O)(=O)OS(C)(=O)=O, ClCCl, c1cc(C2(CN3CCNCC3)CCCCC2)ccc1OCCCN1CCCC1, c1ccncc1. The product is CS(=O)(=O)N1CCN(CC2(c3ccc(OCCCN4CCCC4)cc3)CCCCC2)CC1. RXN SMILES: [CH3:1][S:2](=[O:3])([O:5][S:4]([CH3:6])(=[O:7])=[O:8])=[O:9].[Cl:44][CH2:45][Cl:46].[N:10]1([CH2:15][CH2:16][CH2:17][O:18][c:19]2[cH:20][cH:21][c:22]([C:25]3([CH2:31][N:32]4[CH2:33][CH2:34][NH:35][CH2:36][CH2:37]4)[CH2:26][CH2:27][CH2:28][CH2:29][CH2:30]3)[cH:23][cH:24]2)[CH2:11][CH2:12][CH2:13][CH2:14]1.[cH:38]1[cH:39][cH:40][n:41][cH:42][cH:43]1>>[CH3:1][S:2](=[O:3])(=[O:5])[N:35]1[CH2:34][CH2:33][N:32]([CH2:31][C:25]2([c:22]3[cH:21][cH:20][c:19]([O:18][CH2:17][CH2:16][CH2:15][N:10]4[CH2:11][CH2:12][CH2:13][CH2:14]4)[cH:24][cH:23]3)[CH2:26][CH2:27][CH2:28][CH2:29][CH2:30]2)[CH2:37][CH2:36]1. Reaction conditions: time 1.3 hour. As a reaction SMILES: [NH2:1][C:2]1[CH:12]=[CH:11][C:10]([C:13]2[N:14]([C:22]([O:24][C:25]([CH3:28])([CH3:27])[CH3:26])=[O:23])[C:15]3[C:20]([CH:21]=2)=[CH:19][CH:18]=[CH:17][CH:16]=3)=[C:4]2[C:5]([NH:7][C:8](=[O:9])[C:3]=12)=[O:6].[I:29]I.O>C(O)C.S([O-])([O-])(=O)=O.[Ag+2]>[NH2:1][C:2]1[CH:12]=[CH:11][C:10]([C:13]2[N:14]([C:22]([O:24][C:25]([CH3:28])([CH3:27])[CH3:26])=[O:23])[C:15]3[C:20]([C:21]=2[I:29])=[CH:19][CH:18]=[CH:17][CH:16]=3)=[C:4]2[C:5]([NH:7][C:8](=[O:9])[C:3]=12)=[O:6] |f:4.5|. The yield is 81.5%. Procedure details: 3-Amino-6-[1-(tert-butoxycarbonyl)indol-2-yl]phtalimide (300 mg, 0.795 mmol) was dissolved in ethanol (21 mL), and the solution was added with iodine (242 mg, 0.954 mmol) and silver sulfate (248 mg, 0.795 mmol), followed by stirring at room temperature for 1.3 hours. The reaction mixture was added with water and extracted with ethyl acetate. The organic layer was washed with saturated brine and dried over anhydrous sodium sulfate. The solvent was evaporated under reduced pressure and the residue... Reactants: II (iodine), NC1=C2C(C(=O)NC2=O)=C(C=C1)C=1N(C2=CC=CC=C2C1)C(=O)OC(C)(C)C (3-Amino-6-[1-(tert-butoxycarbonyl)indol-2-yl]phtalimide), O (water). Reagents/catalysts: S(=O)(=O)([O-])[O-].[Ag+2] (silver sulfate). Product: NC1=C2C(C(=O)NC2=O)=C(C=C1)C=1N(C2=CC=CC=C2C1I)C(=O)OC(C)(C)C (3-amino-6-[1-(tert-butoxycarbonyl)-3-iodoindol-2-yl]phtalimide). Run in C(C)O (ethanol). Reactants: OC1=C2C(=NC=C1C(=O)OCC)C=CS2 (ethyl 7-hydroxythieno[3,2-b]pyridine-6-carboxylate), ClC1=CC=C(CN)C=C1 (4-chlorobenzylamine). Run at temperature 190 celsius. Product: ClC1=CC=C(CNC(=O)C=2C(=C3C(=NC2)C=CS3)O)C=C1 (N-(4-Chlorobenzyl)-7-hydroxythieno[3,2-b]pyridine-6-carboxamide). RXN SMILES: [OH:1][C:2]1[C:7]([C:8]([O:10]CC)=O)=[CH:6][N:5]=[C:4]2[CH:13]=[CH:14][S:15][C:3]=12.[Cl:16][C:17]1[CH:24]=[CH:23][C:20]([CH2:21][NH2:22])=[CH:19][CH:18]=1>>[Cl:16][C:17]1[CH:24]=[CH:23][C:20]([CH2:21][NH:22][C:8]([C:7]2[C:2]([OH:1])=[C:3]3[S:15][CH:14]=[CH:13][C:4]3=[N:5][CH:6]=2)=[O:10])=[CH:19][CH:18]=1. Procedure details: A mixture of ethyl 7-hydroxythieno[3,2-b]pyridine-6-carboxylate (223 mg) prepared as described in the literature (Elliott, R. L.; O'Hanlon, P. J.; Rogers, N. H. Tetrahedron 1987, 43, 3295-3302) and 4-chlorobenzylamine (1.2 mL) was heated to 190° C. for 1 h. The crude product was purified by column chromatography (CH2Cl2/methanol, 100/1; 50/1; 33/1) and the resulting solid was recrystallized from glacial acetic acid/water to afford 84 mg of the title compound as a tan solid.